This data is from the Open Reaction Database (ORD), a public repository of structured organic reaction records. The task is: describe an organic reaction: reactants, conditions, products, and yield The reactants are CC1=NC(=CC=C1)C#CC=C1CCNCC1 (2-Methyl-6-(3-piperidin-4-ylideneprop-1-ynyl)pyridine), CC1C(C(CC1)=O)=O (3-methyl-1,2-cyclopentanedione), C(C)(=O)O (acetic acid). Solvent: C(C)O (ethanol). Product: CC1CC=C(C1=O)N1CCC(CC1)=CC#CC1=NC(=CC=C1)C (5-Methyl-2-{4-[3-(6-methylpyridin-2-yl)prop-2-ynylidene]piperidin-1-yl}cyclopent-2-en-1-one). As a reaction SMILES: [CH3:1][C:2]1[CH:7]=[CH:6][CH:5]=[C:4]([C:8]#[C:9][CH:10]=[C:11]2[CH2:16][CH2:15][NH:14][CH2:13][CH2:12]2)[N:3]=1.[CH3:17][CH:18]1[CH2:22][CH2:21][C:20](=O)[C:19]1=[O:24].C(O)(=O)C>C(O)C>[CH3:17][CH:18]1[C:19](=[O:24])[C:20]([N:14]2[CH2:13][CH2:12][C:11](=[CH:10][C:9]#[C:8][C:4]3[CH:5]=[CH:6][CH:7]=[C:2]([CH3:1])[N:3]=3)[CH2:16][CH2:15]2)=[CH:21][CH2:22]1. Reported procedure: A mixture of the Compound of Example 3 (500 mg, 2.36 mmol), 3-methyl-1,2-cyclopentanedione (350 mg, 3.11 mmol), acetic acid (0.18 mL, 3.11 mmol) in ethanol (10 mL) was refluxed for 8 h. The reaction mixture was evaporated, poured into water and extracted with EtOAc. The combined organic layers were washed with brine, dried on Na2SO4 and evaporated to dryness in vacuo to afford a residue, which was purified by automated flash liquid chromatography (Horizon™-Biotage) eluting with Petroleum Ether-E... Reactants: C#CCCC(=O)O, O=C(Cl)C(=O)Cl, ClCCl, CN(C)C=O, OCc1ccccc1. The product is C#CCCC(=O)OCc1ccccc1. Reaction SMILES: [C:6]([CH2:7][CH2:8][C:9]#[CH:10])(=[O:11])[OH:12].[Cl:13][C:14]([C:15]([Cl:16])=[O:17])=[O:18].[Cl:27][CH2:28][Cl:29].[O:1]=[CH:2][N:3]([CH3:4])[CH3:5].[OH:19][CH2:20][c:21]1[cH:22][cH:23][cH:24][cH:25][cH:26]1>>[C:6]([CH2:7][CH2:8][C:9]#[CH:10])([O:11][CH2:20][c:21]1[cH:22][cH:23][cH:24][cH:25][cH:26]1)=[O:12]. Reactants: [Br-], CCCCCC[Mg+], COc1ccc2cc(C=O)ccc2c1, CCOCC, [Cl-], [NH4+]. The product is CCCCCCC(O)c1ccc2cc(OC)ccc2c1. Reaction SMILES: [Br-:15].[CH2:16]([CH2:17][CH2:18][CH2:19][CH2:20][CH3:21])[Mg+:22].[CH3:1][O:2][c:3]1[cH:4][c:5]2[cH:6][cH:7][c:8]([CH:13]=[O:14])[cH:9][c:10]2[cH:11][cH:12]1.[CH3:25][CH2:26][O:27][CH2:28][CH3:29].[Cl-:23].[NH4+:24]>>[CH3:1][O:2][c:3]1[cH:4][c:5]2[cH:6][cH:7][c:8]([CH:13]([OH:14])[CH2:16][CH2:17][CH2:18][CH2:19][CH2:20][CH3:21])[cH:9][c:10]2[cH:11][cH:12]1. Starting materials: ClC1=CC=C2N1N=C(C(=C2C2=CC=C(C=C2)F)C=O)C(C)C (7-chloro-4-(4-fluorophenyl)-2-isopropylpyrrolo[1,2-b]pyridazine-3-carbaldehyde), [OH-].[Na+] (sodium hydroxide), CC(=O)C (acetone). Run at time 8 hour. The product is ClC1=CC=C2N1N=C(C(=C2C2=CC=C(C=C2)F)/C=C/C(C)=O)C(C)C ((3E)-4-[7-chloro-4-(4-fluorophenyl)-2-isopropylpyrrolo[1,2-b]-pyridazin-3-yl]-3-buten-2-one). Reaction SMILES: [Cl:1][C:2]1[N:6]2[N:7]=[C:8]([CH:20]([CH3:22])[CH3:21])[C:9]([CH:18]=O)=[C:10]([C:11]3[CH:16]=[CH:15][C:14]([F:17])=[CH:13][CH:12]=3)[C:5]2=[CH:4][CH:3]=1.[OH-].[Na+].[CH3:25][C:26]([CH3:28])=[O:27]>>[Cl:1][C:2]1[N:6]2[N:7]=[C:8]([CH:20]([CH3:22])[CH3:21])[C:9](/[CH:18]=[CH:25]/[C:26](=[O:27])[CH3:28])=[C:10]([C:11]3[CH:16]=[CH:15][C:14]([F:17])=[CH:13][CH:12]=3)[C:5]2=[CH:4][CH:3]=1 |f:1.2|. Reported procedure: To a solution of 7-chloro-4-(4-fluorophenyl)-2-isopropylpyrrolo[1,2-b]pyridazine-3-carbaldehyde (40 mg) was added 1N sodium hydroxide (19.3 mg) and acetone (0.425 mL) at ambient temperature. After 8 hours, the reaction mixture was partitioned between ethyl acetate and water. The organic layer was washed with water and brine, dried over magnesium sulfate, and evaporated in vacuo. The residue was purified by p-TLC (hexane-ethyl acetate=5-1) to give (3E)-4-[7-chloro-4-(4-fluorophenyl)-2-isopropylpy... Starting materials: [H-].[Na+] (sodium hydride), C(C)(C)(C)C1=C(C(=CC=C1)C(C)(C)C)O (2,6-di-tert-butylphenol), C1(=CC=CC=C1)N1C(C=CC1=O)=O (N-phenylmaleimide). The solvent is O1CCCC1 (tetrahydrofuran). Yields the product C(C)(C)(C)C=1C=C(C=C(C1O)C(C)(C)C)C1C(N(C(C1)=O)C1=CC=CC=C1)=O (3-(3,5-di-tert-butyl-4-hydroxyphenyl)-1-phenylpyrrolidine-2,5-dione). Isolated yield 2.1%. Reaction SMILES: [H-].[Na+].[C:3]([C:7]1[CH:12]=[CH:11][CH:10]=[C:9]([C:13]([CH3:16])([CH3:15])[CH3:14])[C:8]=1[OH:17])([CH3:6])([CH3:5])[CH3:4].[C:18]1([N:24]2[C:28](=[O:29])[CH:27]=[CH:26][C:25]2=[O:30])[CH:23]=[CH:22][CH:21]=[CH:20][CH:19]=1>O1CCCC1>[C:13]([C:9]1[CH:10]=[C:11]([CH:27]2[CH2:26][C:25](=[O:30])[N:24]([C:18]3[CH:19]=[CH:20][CH:21]=[CH:22][CH:23]=3)[C:28]2=[O:29])[CH:12]=[C:7]([C:3]([CH3:6])([CH3:5])[CH3:4])[C:8]=1[OH:17])([CH3:16])([CH3:15])[CH3:14] |f:0.1|. Procedure details: This compound is prepared by the procedure of Example 1 from 2.40 g (0.1 mol) of sodium hydride, 20.63 g (0.1 mol) of 2,6-di-tert-butylphenol, and 17.32 g (0.1 mol) of N-phenylmaleimide in tetrahydrofuran. The reaction mixture is concentrated in vacuo and the residue is dissolved in 150 ml of toluene. The toluene solution is extracted sequentially with 1M sodium hydroxide (2×100 ml) and water (2×50 ml). The organic phase is dried over anhydrous sodium sulfate and then the solvent is removed in v... Reactants: CN(CCN)C(=O)OC(C)(C)C, CCN(C(C)C)C(C)C, Clc1ncc(Br)cn1, [K+], [K+], O=C([O-])[O-]. The product is CN(CCNc1ncc(Br)cn1)C(=O)OC(C)(C)C. Reaction SMILES: [CH3:1][C:2]([CH3:3])([CH3:4])[O:5][C:6]([N:7]([CH3:8])[CH2:9][CH2:10][NH2:11])=[O:12].[CH:21]([N:22]([CH2:23][CH3:24])[CH:25]([CH3:26])[CH3:27])([CH3:28])[CH3:29].[Cl:13][c:14]1[n:15][cH:16][c:17]([Br:20])[cH:18][n:19]1.[K+:30].[K+:31].[O-:32][C:33]([O-:34])=[O:35]>>[CH3:1][C:2]([CH3:3])([CH3:4])[O:5][C:6]([N:7]([CH3:8])[CH2:9][CH2:10][NH:11][c:14]1[n:15][cH:16][c:17]([Br:20])[cH:18][n:19]1)=[O:12]. The reactants are COCCCOc1cc(C(=O)N(CC2CN(C(=O)OC(C)(C)C)CC2CO)C(C)C)ccc1OC, CC#N, O. RXN SMILES: [C:1]([CH3:2])([CH3:3])([CH3:4])[O:5][C:6](=[O:7])[N:8]1[CH2:9][CH:10]([CH2:34][OH:35])[CH:11]([CH2:13][N:14]([C:15]([c:16]2[cH:17][c:18]([O:24][CH2:25][CH2:26][CH2:27][O:28][CH3:29])[c:19]([O:22][CH3:23])[cH:20][cH:21]2)=[O:30])[CH:31]([CH3:32])[CH3:33])[CH2:12]1.[CH3:36][C:37]#[N:38].[OH2:39]>>[C:1]([CH3:2])([CH3:3])([CH3:4])[O:5][C:6](=[O:7])[N:8]1[CH2:9][CH:10]([CH:34]=[O:35])[CH:11]([CH2:13][N:14]([C:15]([c:16]2[cH:17][c:18]([O:24][CH2:25][CH2:26][CH2:27][O:28][CH3:29])[c:19]([O:22][CH3:23])[cH:20][cH:21]2)=[O:30])[CH:31]([CH3:32])[CH3:33])[CH2:12]1. The product is COCCCOc1cc(C(=O)N(CC2CN(C(=O)OC(C)(C)C)CC2C=O)C(C)C)ccc1OC.